Dataset: the Open Reaction Database (ORD), a public repository of structured organic reaction records. Task: describe an organic reaction: reactants, conditions, products, and yield Isolated yield 104.3%. Solvent: O1CCCC1 (tetrahydrofuran). Procedure details: To a solution of 4-benzyloxy-2-chlorobenzoic acid (788 mg) in tetrahydrofuran (7.9 ml) was dropwise added a boran-dimethyl sulfide complex (10.0 M, 0.6 ml) at room temperature under a nitrogen atmosphere, and the mixture was refluxed under heating for 2.5 hr. The reaction mixture was allowed to cool to room temperature and 1N hydrochloric acid (1.5 ml) was dropwise added carefully, which was followed by stirring for 30 min. Water was added to the reaction mixture and the resulting product was ex... Starting materials: Cl (hydrochloric acid), C(C1=CC=CC=C1)OC1=CC(=C(C(=O)O)C=C1)Cl (4-benzyloxy-2-chlorobenzoic acid), O (Water). Conditions: time 30 minute. The product is C(C1=CC=CC=C1)OC1=CC(=C(CO)C=C1)Cl (4-Benzyloxy-2-chlorobenzyl alcohol). Reaction SMILES: [CH2:1]([O:8][C:9]1[CH:17]=[CH:16][C:12]([C:13](O)=[O:14])=[C:11]([Cl:18])[CH:10]=1)[C:2]1[CH:7]=[CH:6][CH:5]=[CH:4][CH:3]=1.Cl.O>O1CCCC1>[CH2:1]([O:8][C:9]1[CH:17]=[CH:16][C:12]([CH2:13][OH:14])=[C:11]([Cl:18])[CH:10]=1)[C:2]1[CH:3]=[CH:4][CH:5]=[CH:6][CH:7]=1. Starting materials: CC(C)(C)NO, COc1ccc(Sc2ccc(C=O)s2)cc1, ClC(Cl)Cl. The product is COc1ccc(Sc2ccc(C=[N+]([O-])C(C)(C)C)s2)cc1. As a reaction SMILES: [C:17]([CH3:18])([CH3:19])([CH3:20])[NH:21][OH:22].[CH3:1][O:2][c:3]1[cH:4][cH:5][c:6]([S:9][c:10]2[s:11][c:12]([CH:15]=[O:16])[cH:13][cH:14]2)[cH:7][cH:8]1.[CH:23]([Cl:24])([Cl:25])[Cl:26]>>[CH3:1][O:2][c:3]1[cH:4][cH:5][c:6]([S:9][c:10]2[s:11][c:12]([CH:15]=[N+:21]([C:17]([CH3:18])([CH3:19])[CH3:20])[O-:22])[cH:13][cH:14]2)[cH:7][cH:8]1.